Dataset: the Open Reaction Database (ORD), a public repository of structured organic reaction records. Task: describe an organic reaction: reactants, conditions, products, and yield Reactants: C1(=CC=CC=C1)N=C=O (phenyl isocyanate), FC1=CC=C(CNC2CCCC2)C=C1 (N-4-fluorobenzyl-N-cyclopentylamine). The solvent is C(Cl)Cl (methylene chloride). Product: FC1=CC=C(CN(C(=O)NC2=CC=CC=C2)C2CCCC2)C=C1 (N-4-fluorobenzyl-N-cyclopentyl-N'-phenylurea). Isolated yield 90.3%. As a reaction SMILES: [C:1]1([N:7]=[C:8]=[O:9])[CH:6]=[CH:5][CH:4]=[CH:3][CH:2]=1.[F:10][C:11]1[CH:23]=[CH:22][C:14]([CH2:15][NH:16][CH:17]2[CH2:21][CH2:20][CH2:19][CH2:18]2)=[CH:13][CH:12]=1>C(Cl)Cl>[F:10][C:11]1[CH:12]=[CH:13][C:14]([CH2:15][N:16]([CH:17]2[CH2:21][CH2:20][CH2:19][CH2:18]2)[C:8]([NH:7][C:1]2[CH:6]=[CH:5][CH:4]=[CH:3][CH:2]=2)=[O:9])=[CH:22][CH:23]=1. Procedure: 6.1 g (0.05 mol) of phenyl isocyanate were added dropwise to a solution of 9.65 g (0.05 mol) of N-4-fluorobenzyl-N-cyclopentylamine in 80 ml of anhydrous methylene chloride, while cooling with ice and stirring. The mixture was stirred for 30 minutes at room temperature and for 30 minutes at 40° C., the solvent was stripped off in vacuo, and the residue was recrystallized from acetonitrile. 14.1 g of N-4-fluorobenzyl-N-cyclopentyl-N'-phenylurea of melting point 120° to 121° C. were obtained. The reactants are NCCN1CCN(c2ccccc2F)CC1, O=Cc1cc(-c2ccccc2)n(-c2ccccc2)n1. Product: Fc1ccccc1N1CCN(CCNCc2cc(-c3ccccc3)n(-c3ccccc3)n2)CC1. RXN SMILES: [F:1][c:2]1[c:3]([N:8]2[CH2:9][CH2:10][N:11]([CH2:14][CH2:15][NH2:16])[CH2:12][CH2:13]2)[cH:4][cH:5][cH:6][cH:7]1.[c:17]1(-[n:23]2[n:24][c:25]([CH:34]=[O:35])[cH:26][c:27]2-[c:28]2[cH:29][cH:30][cH:31][cH:32][cH:33]2)[cH:18][cH:19][cH:20][cH:21][cH:22]1>>[F:1][c:2]1[c:3]([N:8]2[CH2:9][CH2:10][N:11]([CH2:14][CH2:15][NH:16][CH2:34][c:25]3[n:24][n:23](-[c:17]4[cH:18][cH:19][cH:20][cH:21][cH:22]4)[c:27](-[c:28]4[cH:29][cH:30][cH:31][cH:32][cH:33]4)[cH:26]3)[CH2:12][CH2:13]2)[cH:4][cH:5][cH:6][cH:7]1. Reactants: Cl.NCCC1=CC=C(C2=C1OCC(N2)=O)O (8-(2-aminoethyl)-5-hydroxy-2H-benzo[b][1,4]oxazin-3(4H)-one hydrochloride), C([O-])(O)=O.[Na+] (sodium bicarbonate), C(C)(=O)O[BH-](OC(C)=O)OC(C)=O.[Na+] (sodium triacetoxyborohydride), O.C1(=CC=C(C=C1)S(=O)(=O)O)C (p-Toluenesulphonic acid monohydrate), C(CCC)N(C(CCOCCC1=CC(=CC=C1)CCN1CCC2(CN(CCO2)C(=O)C=2N=C(SC2)C(C)C)CC1)=O)CC(OC)OC (N-butyl-N-(2,2-dimethoxyethyl)-3-(3-(2-(4-(2-isopropylthiazole-4-carbonyl)-1-oxa-4,9-diazaspiro[5.5]undecan-9-yl)ethyl)phenethoxy)propanamide). The solvent is CN1CCCC1=O (NMP), O (water), C1CCOC1 (THF). Reaction conditions: time 1 hour. Yields the product C(CCC)N(C(CCOCCC1=CC(=CC=C1)CCN1CCC2(CN(CCO2)C(=O)C=2N=C(SC2)C(C)C)CC1)=O)CCNCCC1=CC=C(C2=C1OCC(N2)=O)O (N-Butyl-N-(2-(2-(5-hydroxy-3-oxo-3,4-dihydro-2H-benzo[b][1,4]oxazin-8-yl)ethylamino)ethyl)-3-(3-(2-(4-(2-isopropylthiazole-4-carbonyl)-1-oxa-4,9-diazaspiro[5.5]undecan-9-yl)ethyl)phenethoxy)propanamide). Reaction SMILES: O.C1(C)C=CC(S(O)(=O)=O)=CC=1.[CH2:13]([N:17]([CH2:54][CH:55](OC)OC)[C:18](=[O:53])[CH2:19][CH2:20][O:21][CH2:22][CH2:23][C:24]1[CH:29]=[CH:28][CH:27]=[C:26]([CH2:30][CH2:31][N:32]2[CH2:52][CH2:51][C:35]3([O:40][CH2:39][CH2:38][N:37]([C:41]([C:43]4[N:44]=[C:45]([CH:48]([CH3:50])[CH3:49])[S:46][CH:47]=4)=[O:42])[CH2:36]3)[CH2:34][CH2:33]2)[CH:25]=1)[CH2:14][CH2:15][CH3:16].Cl.[NH2:61][CH2:62][CH2:63][C:64]1[C:69]2[O:70][CH2:71][C:72](=[O:74])[NH:73][C:68]=2[C:67]([OH:75])=[CH:66][CH:65]=1.C(=O)(O)[O-].[Na+].C(O[BH-](OC(=O)C)OC(=O)C)(=O)C.[Na+]>C1COCC1.CN1C(=O)CCC1.O>[CH2:13]([N:17]([CH2:54][CH2:55][NH:61][CH2:62][CH2:63][C:64]1[C:69]2[O:70][CH2:71][C:72](=[O:74])[NH:73][C:68]=2[C:67]([OH:75])=[CH:66][CH:65]=1)[C:18](=[O:53])[CH2:19][CH2:20][O:21][CH2:22][CH2:23][C:24]1[CH:29]=[CH:28][CH:27]=[C:26]([CH2:30][CH2:31][N:32]2[CH2:52][CH2:51][C:35]3([O:40][CH2:39][CH2:38][N:37]([C:41]([C:43]4[N:44]=[C:45]([CH:48]([CH3:49])[CH3:50])[S:46][CH:47]=4)=[O:42])[CH2:36]3)[CH2:34][CH2:33]2)[CH:25]=1)[CH2:14][CH2:15][CH3:16] |f:0.1,3.4,5.6,7.8|. Reported procedure: p-Toluenesulphonic acid monohydrate (4 molar equivalents) was added to a solution of N-butyl-N-(2,2-dimethoxyethyl)-3-(3-(2-(4-(2-isopropylthiazole-4-carbonyl)-1-oxa-4,9-diazaspiro[5.5]undecan-9-yl)ethyl)phenethoxy)propanamide (limiting reagent) in THF (10 volumes) and the resulting mixture stirred for 1 hour at room temperature. The solution was then added via a peristaltic pump to a suspension of 8-(2-aminoethyl)-5-hydroxy-2H-benzo[b][1,4]oxazin-3(4H)-one hydrochloride (1 molar equivalent) and... The reactants are solution, C(C)(C)(C)[Li] (t-butyllithium), CCCCC (pentane), BrC=1C=C(C(=C(C1)C)OCC1=CC=CC=C1)C (5-bromo-1,3-dimethyl-2-(phenylmethoxy)-benzene), C(C1=CC=CC=C1)N1C(C(C2=CC=CC=C12)=O)=O (1-benzyl-1H-indole-2,3-dione). The solvent is COCCOC (ethylene glycol dimethyl ether), COCCOC (ethylene glycol dimethyl ether). Conditions: temperature -70 celsius, time 18 hour. Product: C(C1=CC=CC=C1)N1C(C(C2=CC=CC=C12)(O)C1=CC(=C(C(=C1)C)OCC1=CC=CC=C1)C)=O (1-Benzyl-3-(4-benzyloxy-3,5-dimethyl-phenyl)-3-hydroxy-1,3-dihydro-indol-2-one). Isolated yield 95.1%. Reaction SMILES: Br[C:2]1[CH:3]=[C:4]([CH3:17])[C:5]([O:9][CH2:10][C:11]2[CH:16]=[CH:15][CH:14]=[CH:13][CH:12]=2)=[C:6]([CH3:8])[CH:7]=1.C([Li])(C)(C)C.CCCCC.[CH2:28]([N:35]1[C:43]2[C:38](=[CH:39][CH:40]=[CH:41][CH:42]=2)[C:37](=[O:44])[C:36]1=[O:45])[C:29]1[CH:34]=[CH:33][CH:32]=[CH:31][CH:30]=1>COCCOC>[CH2:28]([N:35]1[C:43]2[C:38](=[CH:39][CH:40]=[CH:41][CH:42]=2)[C:37]([C:2]2[CH:3]=[C:4]([CH3:17])[C:5]([O:9][CH2:10][C:11]3[CH:16]=[CH:15][CH:14]=[CH:13][CH:12]=3)=[C:6]([CH3:8])[CH:7]=2)([OH:44])[C:36]1=[O:45])[C:29]1[CH:30]=[CH:31][CH:32]=[CH:33][CH:34]=1. Procedure: Dissolve 5-bromo-1,3-dimethyl-2-(phenylmethoxy)-benzene (2.56 g, 8.8 mmol) in ethylene glycol dimethyl ether (40 mL) under nitrogen. Cool to −70° C. with a dry ice/acetone bath and add slowly a 1.7M solution of t-butyllithium in pentane (10.4 mL, 17.6 mmol). After 15 min add 1-benzyl-1H-indole-2,3-dione (1.90 g, 8 mmol) in ethylene glycol dimethyl ether (32 mL). Remove the bath and allow to warm to room temperature with stirring for 18 h. Quench with saturated NH4Cl solution and extract with eth... The reactants are Cc1cc(Nc2ncnc3ccn(CCNC(=O)CS(C)(=O)=O)c23)ccc1Oc1cccc(C(F)(F)F)c1, CS(=O)(=O)O, CCOC(C)=O. The product is Cc1cc(Nc2ncnc3ccn(CCNC(=O)CS(C)(=O)=O)c23)ccc1Oc1cccc(C(F)(F)F)c1, CS(=O)(=O)O. Reaction SMILES: [CH3:1][S:2](=[O:3])(=[O:4])[CH2:5][C:6](=[O:7])[NH:8][CH2:9][CH2:10][n:11]1[cH:12][cH:13][c:14]2[n:15][cH:16][n:17][c:18]([NH:20][c:21]3[cH:22][c:23]([CH3:38])[c:24]([O:27][c:28]4[cH:29][c:30]([C:34]([F:35])([F:36])[F:37])[cH:31][cH:32][cH:33]4)[cH:25][cH:26]3)[c:19]12.[CH3:39][S:40]([OH:41])(=[O:42])=[O:43].[CH3:44][CH2:45][O:46][C:47](=[O:48])[CH3:49]>>[CH3:1][S:2](=[O:3])(=[O:4])[CH2:5][C:6](=[O:7])[NH:8][CH2:9][CH2:10][n:11]1[cH:12][cH:13][c:14]2[n:15][cH:16][n:17][c:18]([NH:20][c:21]3[cH:22][c:23]([CH3:38])[c:24]([O:27][c:28]4[cH:29][c:30]([C:34]([F:35])([F:36])[F:37])[cH:31][cH:32][cH:33]4)[cH:25][cH:26]3)[c:19]12.[CH3:39][S:40](=[O:41])(=[O:42])[OH:43]. Starting materials: Cl (hydrogen chloride), COC(C[C@@H]1CC[C@H](CC1)C1=CC=C(C=C1)NC(CCNC(=O)OC(C)(C)C)=O)=O (trans-{4-[4-(3-tert-butoxycarbonylaminopropionylamino)phenyl]cyclohexyl}acetic acid methyl ester). The solvent is O1CCOCC1 (1,4-dioxane), C(C)(=O)OCC (ethyl acetate). Conditions: temperature 50 celsius, time 4 hour. The product is Cl.COC(C[C@@H]1CC[C@H](CC1)C1=CC=C(C=C1)NC(CCN)=O)=O (Trans-{4-[4-(3-aminopropionylamino)phenyl]cyclohexyl}acetic acid methyl ester hydrochloride salt). Isolated yield 91.0%. As a reaction SMILES: [ClH:1].[CH3:2][O:3][C:4](=[O:31])[CH2:5][C@H:6]1[CH2:11][CH2:10][C@H:9]([C:12]2[CH:17]=[CH:16][C:15]([NH:18][C:19](=[O:30])[CH2:20][CH2:21][NH:22]C(OC(C)(C)C)=O)=[CH:14][CH:13]=2)[CH2:8][CH2:7]1>O1CCOCC1.C(OCC)(=O)C>[ClH:1].[CH3:2][O:3][C:4](=[O:31])[CH2:5][C@H:6]1[CH2:7][CH2:8][C@H:9]([C:12]2[CH:13]=[CH:14][C:15]([NH:18][C:19](=[O:30])[CH2:20][CH2:21][NH2:22])=[CH:16][CH:17]=2)[CH2:10][CH2:11]1 |f:4.5|. Procedure details: 0.4M hydrogen chloride solution dissolved in 1,4-dioxane (3.2 mL) was added to trans-{4-[4-(3-tert-butoxycarbonylaminopropionylamino)phenyl]cyclohexyl}acetic acid methyl ester (800 mg, 1.91 mmol) dissolved in ethyl acetate (16 mL). The reaction mixture was stirred at 50° C. for 4 hours and slowly cooled up to 25° C. The product was collected through filtration and washed with ethyl acetate. The product was dried under vacuum to obtain the desired compound (615 mg, 91%) as a white solid.